describe an organic reaction: reactants, conditions, products, and yield From a dataset of the Open Reaction Database (ORD), a public repository of structured organic reaction records. The reactants are C(CCC)P(OC1=C(C=C(C=C1)C(C)(C)C)C(C)(C)C)CCCC (2.4-di-tert.-butylphenyl dibutylphosphinite), O (water). The solvent is C(C)#N (acetonitrile). Conditions: temperature 70 celsius, time 1 hour. The product is C(CCC)P(CCCC)=O (Dibutylphosphine Oxide). Isolated yield 62.9%. As a reaction SMILES: [CH2:1]([P:5]([CH2:21][CH2:22][CH2:23][CH3:24])[O:6]C1C=CC(C(C)(C)C)=CC=1C(C)(C)C)[CH2:2][CH2:3][CH3:4].O>C(#N)C>[CH2:1]([PH:5](=[O:6])[CH2:21][CH2:22][CH2:23][CH3:24])[CH2:2][CH2:3][CH3:4]. Reported procedure: 35 g (0.1 mol) of 2.4-di-tert.-butylphenyl dibutylphosphinite from Example 5 were reacted in 100 ml of acetonitrile with 2.0 g (0.11 mol) of water at 20° C., and the mixture was then stirred at 70° C. for 1 hour. The solvent was distilled off in vacuo, 50 ml of water and 100 ml of ethyl acetate were added, the phases were separated, and the organic phase was extracted two more times with 50 ml each of water. The combined aqueous phases were evaporated, and the residue distilled in vacuo, giving ... The reactants are C[C@@H]([C@@H]1C/C=C/C(=O)N[C@@H](C(=O)NCC(C(=O)O[C@H](C(=O)O1)CC(C)C)(C)C)CC=2C=CC(=C(C2)Cl)OC)[C@@H]3[C@H](O3)C=4C=CC=CC4 (Cryptophycin 52), Cl (HCl), C([O-])([O-])=O.[K+].[K+] (potassium carbonate). The solvent is COCCOC.O (1,2-dimethoxyethane water). Run at time 20 hour. The product is C[C@@H]([C@@H]1C/C=C/C(=O)N[C@@H](C(=O)NCC(C(=O)O[C@H](C(=O)O1)CC(C)C)(C)C)CC2=CC(=C(C=C2)OC)Cl)[C@H]([C@H](C3=CC=CC=C3)Cl)O (Cryptophycin 55). The yield is 48.0%. RXN SMILES: [CH3:1][C@H:2]([C@H:39]1[O:41][C@@H:40]1[C:42]1[CH:43]=[CH:44][CH:45]=[CH:46][CH:47]=1)[C@H:3]1[O:22][C:20](=[O:21])[C@H:19]([CH2:23][CH:24]([CH3:26])[CH3:25])[O:18][C:16](=[O:17])[C:15]([CH3:28])([CH3:27])[CH2:14][NH:13][C:11](=[O:12])[C@@H:10]([CH2:29][C:30]2[CH:31]=[CH:32][C:33]([O:37][CH3:38])=[C:34]([Cl:36])[CH:35]=2)[NH:9][C:7](=[O:8])[CH:6]=[CH:5][CH2:4]1.[ClH:48].C(=O)([O-])[O-].[K+].[K+]>COCCOC.O>[CH3:1][C@H:2]([C@@H:39]([OH:41])[C@@H:40]([Cl:48])[C:42]1[CH:47]=[CH:46][CH:45]=[CH:44][CH:43]=1)[C@H:3]1[O:22][C:20](=[O:21])[C@H:19]([CH2:23][CH:24]([CH3:25])[CH3:26])[O:18][C:16](=[O:17])[C:15]([CH3:28])([CH3:27])[CH2:14][NH:13][C:11](=[O:12])[C@@H:10]([CH2:29][C:30]2[CH:31]=[CH:32][C:33]([O:37][CH3:38])=[C:34]([Cl:36])[CH:35]=2)[NH:9][C:7](=[O:8])[CH:6]=[CH:5][CH2:4]1 |f:2.3.4,5.6|. Procedure: To a solution of Cryptophycin 52 (6 mg) in 0.6 mL of 2:1 1,2-dimethoxyethane/water was added 2 uL of 12 N HCl. The solution was allowed to stir at room temperature for 20 hours, neutralized with potassium carbonate, filtered through a 5 m filter, and evaporated. The acetonitrile-soluble material was purified by reversed-phase HPLC on C18 using 4:1 MeOH/water to obtain 3.0 mg of Cryptophycin 55 (48%). The product was characterized using NMR. Reactants: COP(=O)(OC)c1cc(-c2ccc(C)cc2)ccc1O, CI, [Na+], CN(C)C=O, [OH-]. Yields the product COc1ccc(-c2ccc(C)cc2)cc1P(=O)(OC)OC. As a reaction SMILES: [CH3:1][O:2][P:3]([O:4][CH3:5])(=[O:6])[c:7]1[cH:8][c:9](-[c:14]2[cH:15][cH:16][c:17]([CH3:20])[cH:18][cH:19]2)[cH:10][cH:11][c:12]1[OH:13].[I:21][CH3:22].[Na+:24].[O:25]=[CH:26][N:27]([CH3:28])[CH3:29].[OH-:23]>>[CH3:1][O:2][P:3]([O:4][CH3:5])(=[O:6])[c:7]1[cH:8][c:9](-[c:14]2[cH:15][cH:16][c:17]([CH3:20])[cH:18][cH:19]2)[cH:10][cH:11][c:12]1[O:13][CH3:22]. Starting materials: C1(=CC=CC=C1)C(=CC(NCC=1C=NC=CC1)=O)C1=CC=C(OCC(=O)OCC)C=C1 (ethyl [4-[1-phenyl-2-[N-(3-pyridylmethyl)carbamoyl]ethenyl]phenoxy]acetate), C([O-])([O-])=O.[K+].[K+] (potassium carbonate), Cl (hydrochloric acid). Solvent: CO (methanol). The product is C1(=CC=CC=C1)C(=CC(NCC=1C=NC=CC1)=O)C1=CC=C(OCC(=O)O)C=C1 ([4-[1-phenyl-2-[-(3-pyridylmethyl)carbamoyl]ethenyl]phenoxy]acetic acid). Isolated yield 85.8%. RXN SMILES: [C:1]1([C:7]([C:19]2[CH:31]=[CH:30][C:22]([O:23][CH2:24][C:25]([O:27]CC)=[O:26])=[CH:21][CH:20]=2)=[CH:8][C:9](=[O:18])[NH:10][CH2:11][C:12]2[CH:13]=[N:14][CH:15]=[CH:16][CH:17]=2)[CH:6]=[CH:5][CH:4]=[CH:3][CH:2]=1.C(=O)([O-])[O-].[K+].[K+].Cl>CO>[C:1]1([C:7]([C:19]2[CH:31]=[CH:30][C:22]([O:23][CH2:24][C:25]([OH:27])=[O:26])=[CH:21][CH:20]=2)=[CH:8][C:9](=[O:18])[NH:10][CH2:11][C:12]2[CH:13]=[N:14][CH:15]=[CH:16][CH:17]=2)[CH:6]=[CH:5][CH:4]=[CH:3][CH:2]=1 |f:1.2.3|. Reported procedure: 100 mg of ethyl [4-[1-phenyl-2-[N-(3-pyridylmethyl)carbamoyl]ethenyl]phenoxy]acetate was mixed with 66 mg of potassium carbonate and 10 ml of 50% aqueous methanol, and then refluxed for 2 hours. The reaction mixture was adjusted to pH 6 with 3 mol/l hydrochloric acid, extracted with ethyl acetate, washed twice with water and once with brine, followed by drying over anhydrous magnesium sulfate. The drying agent was filtered off and the solvent was evaporated to give crude crystals (100 mg), which... Starting materials: ON1C(C=2C(C1=O)=CC=CC2)=O (N-hydoxyphthalimide), C1(CCCCC1)CO (cyclohexylmethanol). The product is C1(CCCCC1)CON1C(C=2C(C1=O)=CC=CC2)=O (N-Cyclohexylmethoxyphthalimide). Reaction SMILES: [OH:1][N:2]1[C:6](=[O:7])[C:5]2=[CH:8][CH:9]=[CH:10][CH:11]=[C:4]2[C:3]1=[O:12].[CH:13]1([CH2:19]O)[CH2:18][CH2:17][CH2:16][CH2:15][CH2:14]1>>[CH:13]1([CH2:19][O:1][N:2]2[C:3](=[O:12])[C:4]3=[CH:11][CH:10]=[CH:9][CH:8]=[C:5]3[C:6]2=[O:7])[CH2:18][CH2:17][CH2:16][CH2:15][CH2:14]1. Reported procedure: The desired product was prepared using the method described in Example 1176A starting with N-hydoxyphthalimide and cyclohexylmethanol.